This data is from the Open Reaction Database (ORD), a public repository of structured organic reaction records. The task is: describe an organic reaction: reactants, conditions, products, and yield Reactants: [N+](=O)([O-])C1=C(C=O)C=CC=C1 (2-Nitrobenzaldehyde), COC=1C=C(CC#N)C=CC1OC (3,4-dimethoxybenzyl cyanide). Yields the product COC=1C=C(C=CC1OC)/C(/C#N)=C/C1=C(C=CC=C1)[N+](=O)[O-] ((Z)-2-(3,4-dimethoxy-phenyl)-3-(2-nitro-phenyl)-acrylonitrile). Yield: 83.6%. Reaction SMILES: [N+:1]([C:4]1[CH:11]=[CH:10][CH:9]=[CH:8][C:5]=1[CH:6]=O)([O-:3])=[O:2].[CH3:12][O:13][C:14]1[CH:15]=[C:16]([CH:20]=[CH:21][C:22]=1[O:23][CH3:24])[CH2:17][C:18]#[N:19]>>[CH3:12][O:13][C:14]1[CH:15]=[C:16](/[C:17](=[CH:6]/[C:5]2[CH:8]=[CH:9][CH:10]=[CH:11][C:4]=2[N+:1]([O-:3])=[O:2])/[C:18]#[N:19])[CH:20]=[CH:21][C:22]=1[O:23][CH3:24]. Procedure details: 2-Nitrobenzaldehyde (1.51 g) and 3,4-dimethoxybenzyl cyanide (1.77 g) were subjected to condensation in accordance with process A of (production process 2), to thereby produce the target product (2.59 g, yield: 84%). Starting materials: CN(C)C=O, O=C(CCl)Nc1cccc(Cl)c1, [Na+], [Na+], O=C([O-])[O-], O, c1ccc(N2CCNCC2)nc1. The product is O=C(CN1CCN(c2ccccn2)CC1)Nc1cccc(Cl)c1. Reaction SMILES: [CH3:32][N:33]([CH3:34])[CH:35]=[O:36].[Cl:13][c:14]1[cH:15][c:16]([NH:20][C:21]([CH2:22][Cl:23])=[O:24])[cH:17][cH:18][cH:19]1.[Na+:25].[Na+:26].[O-:27][C:28](=[O:29])[O-:30].[OH2:31].[n:1]1[c:2]([N:7]2[CH2:8][CH2:9][NH:10][CH2:11][CH2:12]2)[cH:3][cH:4][cH:5][cH:6]1>>[n:1]1[c:2]([N:7]2[CH2:8][CH2:9][N:10]([CH2:22][C:21]([NH:20][c:16]3[cH:15][c:14]([Cl:13])[cH:19][cH:18][cH:17]3)=[O:24])[CH2:11][CH2:12]2)[cH:3][cH:4][cH:5][cH:6]1. Reaction SMILES: [Cl:1][C:2]1[CH:3]=[CH:4][C:5]2[N:11]3[C:12](Br)=[N:13][N:14]=[C:10]3[CH2:9][N:8]=[C:7](C3C=CC=CC=3)[C:6]=2[CH:22]=1.[NH:23]1[CH2:28][CH2:27][S:26][CH2:25][CH2:24]1.C(Cl)Cl>O>[Cl:1][C:2]1[CH:3]=[CH:4][C:5]2[N:11]3[C:12]([N:23]4[CH2:28][CH:27]([C:2]5[CH:3]=[CH:4][CH:5]=[CH:6][CH:22]=5)[S:26][CH2:25][CH2:24]4)=[N:13][N:14]=[C:10]3[CH2:9][N:8]=[CH:7][C:6]=2[CH:22]=1. Procedure: A mixture of 2.0 gm (5.35 mmol) of 8-chloro-1-bromo-6-phenyl-4H-s-triazolo[4,3-a][1,4]benzodiazepine and 2.0 ml of thiomorpholine was heated under nitrogen in an oil bath at 120° C. for 18 hr and then allowed to cool. The reaction mixture was treated with methylene chloride and water. The organic layer was separated, washed with dilute brine and concentrated in vacuo. The residue was recrystallized from methanol to yield 1.40 gm (72.7%) with m.p. 241°-243° C. and 0.46 gm (23.9%) with m.p. 239°-2... Run in O (water). Starting materials: ClC=1C=CC2=C(C(=NCC=3N2C(=NN3)Br)C3=CC=CC=C3)C1 (8-chloro-1-bromo-6-phenyl-4H-s-triazolo[4,3-a][1,4]benzodiazepine), N1CCSCC1 (thiomorpholine), C(Cl)Cl (methylene chloride). Conditions: temperature 120 celsius. The product is ClC=1C=CC2=C(C=NCC=3N2C(=NN3)N3CCSC(C3)C3=CC=CC=C3)C1 (8-Chloro-6-phenyl-1-thiomorpholino-4H-s-triazolo[4,3-a][1,4]benzodiazepine).